From a dataset of the Open Reaction Database (ORD), a public repository of structured organic reaction records. describe an organic reaction: reactants, conditions, products, and yield Reactants: NC1=CC=2N=CN=C(C2C=N1)SC (7-amino-4-methylthiopyrido[4,3-d]pyrimidine), FC(C=1C=C(CN)C=CC1)(F)F (3-(trifluoromethyl)benzylamine). Conditions: temperature 140 celsius, time 1 hour. The product is NC1=CC=2N=CN=C(C2C=N1)NCC1=CC(=CC=C1)C(F)(F)F (7-amino-4-[(3-trifluoromethylphenyl)methylamino]pyrido[4,3-d]pyrimidin). Yield: 64.2%. As a reaction SMILES: [NH2:1][C:2]1[N:11]=[CH:10][C:9]2[C:8](SC)=[N:7][CH:6]=[N:5][C:4]=2[CH:3]=1.[F:14][C:15]([F:25])([F:24])[C:16]1[CH:17]=[C:18]([CH:21]=[CH:22][CH:23]=1)[CH2:19][NH2:20]>>[NH2:1][C:2]1[N:11]=[CH:10][C:9]2[C:8]([NH:20][CH2:19][C:18]3[CH:21]=[CH:22][CH:23]=[C:16]([C:15]([F:14])([F:24])[F:25])[CH:17]=3)=[N:7][CH:6]=[N:5][C:4]=2[CH:3]=1. Reported procedure: A mixture of 7-amino-4-methylthiopyrido[4,3-d]pyrimidine (225 mg, 1.17 mmole) and 3-(trifluoromethyl)benzylamine (0.63 mL, 4.40 mmole) is stirred under N2 at 140° C. for 1 h. The resulting product is chromatographed on silica gel (3-5t EtOH/EtOAc) to give 7-amino-4-[(3-trifluoromethylphenyl)methylamino]pyrido[4,3-d]pyrimidin (0.24 g, 63%) as a light brown solid. 1H NMR (DMSO) δ 9.10 (1H, s), 8.92 (1H, t, J=5.7 Hz), 8.26 (1H, s), 7.71 (1H, s), 7.66 (1H, d, J=7.4 Hz), 7.62 (1H, d, J=7.8 Hz), 7.57 ... Reactants: CCCCCCCC/C=C\[C@H]1CCC(=O)O1 (japonilure), C(=CCCCCCCCC)C1CCC(=O)O1 (4-(decen-1-yl)-butyrolactone). Product: C=CC=CC=CCCCC (decatriene). Reaction SMILES: [CH3:1][CH2:2][CH2:3][CH2:4][CH2:5][CH2:6][CH2:7][CH2:8]/[CH:9]=[CH:10]\[C@@H]1OC(=O)CC1.C(C1OC(=O)CC1)=CCCCCCCCC>>[CH2:1]=[CH:2][CH:3]=[CH:4][CH:5]=[CH:6][CH2:7][CH2:8][CH2:9][CH3:10]. Procedure: japonilure--4-(decen-1-yl)-butyrolactone